From a dataset of the Open Reaction Database (ORD), a public repository of structured organic reaction records. describe an organic reaction: reactants, conditions, products, and yield Reactants: NC=1C=C(C(=S)O)C=CC1C1=CC=CC=C1 (3-amino-4-phenylthiobenzoic acid), NC(=O)N (urea), S(O)(O)(=O)=O (sulfuric acid), N(=O)O (nitrous acid), sodium nitride, S(O)(O)(=O)=O (sulfuric acid), S(=O)(=O)([O-])[O-].[Na+].[Na+] (sodium sulfate). Solvent: O (water), O (water), O (water). Run at temperature -5 celsius, time 2 hour. Yields the product OC=1C=C(C(=S)OC)C=CC1C1=CC=CC=C1 (methyl 3-hydroxy-4-phenylthiobenzoate). As a reaction SMILES: N[C:2]1[CH:3]=[C:4]([CH:8]=[CH:9][C:10]=1[C:11]1[CH:16]=[CH:15][CH:14]=[CH:13][CH:12]=1)[C:5](O)=[S:6].S(=O)(=O)(O)O.N[C:23](N)=[O:24].N(O)=[O:27].S([O-])([O-])(=O)=O.[Na+].[Na+]>O>[OH:27][C:2]1[CH:3]=[C:4]([CH:8]=[CH:9][C:10]=1[C:11]1[CH:16]=[CH:15][CH:14]=[CH:13][CH:12]=1)[C:5]([O:24][CH3:23])=[S:6] |f:4.5.6|. Procedure details: Adding 110.27 g of 3-amino-4-phenylthiobenzoic acid to 400 ml heated water solution of concentrated sulfuric acid (81 ml), the mixture was heated and stirred for 2 hours, and cooled with ice-salt bath to -5° C. To this solution, a 80 ml water solution of 36.25 g of sodium nitride which was ice-cooled was added in about 1 hour. Further stirring for 30 minutes at 0 ° to 5° C., 2 g of urea was added and stirred for 30 minutes, and the unreacted nitrous acid was decomposed, the obtained mixture was ... The reactants are O=C1CCC(=O)N1Br, COc1ccc(-c2c(C(=O)c3ccccc3)c(C)nc3cc(OC)c(OC)cc23)cc1OC, ClC(Cl)(Cl)Cl. Product: COc1ccc(-c2c(C(=O)c3ccccc3)c(CBr)nc3cc(OC)c(OC)cc23)cc1OC. As a reaction SMILES: [Br:34][N:35]1[C:36](=[O:37])[CH2:38][CH2:39][C:40]1=[O:41].[C:1]([c:2]1[cH:3][cH:4][cH:5][cH:6][cH:7]1)(=[O:8])[c:9]1[c:10]([CH3:33])[n:11][c:12]2[cH:13][c:14]([O:31][CH3:32])[c:15]([O:29][CH3:30])[cH:16][c:17]2[c:18]1-[c:19]1[cH:20][c:21]([O:27][CH3:28])[c:22]([O:25][CH3:26])[cH:23][cH:24]1.[C:42]([Cl:43])([Cl:44])([Cl:45])[Cl:46]>>[C:1]([c:2]1[cH:3][cH:4][cH:5][cH:6][cH:7]1)(=[O:8])[c:9]1[c:10]([CH2:33][Br:34])[n:11][c:12]2[cH:13][c:14]([O:31][CH3:32])[c:15]([O:29][CH3:30])[cH:16][c:17]2[c:18]1-[c:19]1[cH:20][c:21]([O:27][CH3:28])[c:22]([O:25][CH3:26])[cH:23][cH:24]1.